From a dataset of the Open Reaction Database (ORD), a public repository of structured organic reaction records. describe an organic reaction: reactants, conditions, products, and yield Starting materials: Fc1cc(Br)cc(OCc2ccccc2)c1, [Li]CCCC, CN(C)C=O, C1CCOC1. Yields the product O=Cc1cc(F)cc(OCc2ccccc2)c1. RXN SMILES: [Br:6][c:7]1[cH:8][c:9]([F:21])[cH:10][c:11]([O:13][CH2:14][c:15]2[cH:16][cH:17][cH:18][cH:19][cH:20]2)[cH:12]1.[CH2:1]([Li:2])[CH2:3][CH2:4][CH3:5].[CH3:22][N:23]([CH:24]=[O:25])[CH3:26].[O:27]1[CH2:28][CH2:29][CH2:30][CH2:31]1>>[c:7]1([CH:24]=[O:25])[cH:8][c:9]([F:21])[cH:10][c:11]([O:13][CH2:14][c:15]2[cH:16][cH:17][cH:18][cH:19][cH:20]2)[cH:12]1.